This data is from the Open Reaction Database (ORD), a public repository of structured organic reaction records. The task is: describe an organic reaction: reactants, conditions, products, and yield Starting materials: CC(C)(C)[O-], CNC, Cc1ccccc1, CCOC(C)=O, CC(=O)N(Cc1cc(C(F)(F)F)cc(C(F)(F)F)c1)C1CCCN(C(=O)OC(C)C)c2cc(Cl)c(Br)cc21, CC(C)c1cc(C(C)C)c(-c2ccccc2P(C2CCCCC2)C2CCCCC2)c(C(C)C)c1, [Na+], O=C(C=Cc1ccccc1)C=Cc1ccccc1, O=C(C=Cc1ccccc1)C=Cc1ccccc1, O=C(C=Cc1ccccc1)C=Cc1ccccc1, [Pd], [Pd]. Yields the product CC(=O)N(Cc1cc(C(F)(F)F)cc(C(F)(F)F)c1)C1CCCN(C(=O)OC(C)C)c2cc(Cl)c(N(C)C)cc21. As a reaction SMILES: [CH3:73][C:74]([CH3:75])([O-:76])[CH3:77].[CH3:79][NH:80][CH3:81].[CH3:82][c:83]1[cH:84][cH:85][cH:86][cH:87][cH:88]1.[CH3:89][CH2:90][O:91][C:92](=[O:93])[CH3:94].[CH:1]([CH3:2])([CH3:3])[O:4][C:5](=[O:6])[N:7]1[c:8]2[c:9]([cH:33][c:34]([Br:38])[c:35]([Cl:37])[cH:36]2)[CH:10]([N:14]([CH2:15][c:16]2[cH:17][c:18]([C:26]([F:27])([F:28])[F:29])[cH:19][c:20]([C:22]([F:23])([F:24])[F:25])[cH:21]2)[C:30]([CH3:31])=[O:32])[CH2:11][CH2:12][CH2:13]1.[CH:39]1([P:40]([CH:41]2[CH2:42][CH2:43][CH2:44][CH2:45][CH2:46]2)[c:47]2[cH:48][cH:49][cH:50][cH:51][c:52]2-[c:53]2[c:54]([CH:55]([CH3:56])[CH3:57])[cH:58][c:59]([CH:60]([CH3:61])[CH3:62])[cH:63][c:64]2[CH:65]([CH3:66])[CH3:67])[CH2:68][CH2:69][CH2:70][CH2:71][CH2:72]1.[Na+:78].[O:115]=[C:116]([CH:117]=[CH:118][c:119]1[cH:120][cH:121][cH:122][cH:123][cH:124]1)[CH:125]=[CH:126][c:127]1[cH:128][cH:129][cH:130][cH:131][cH:132]1.[O:133]=[C:134]([CH:135]=[CH:136][c:137]1[cH:138][cH:139][cH:140][cH:141][cH:142]1)[CH:143]=[CH:144][c:145]1[cH:146][cH:147][cH:148][cH:149][cH:150]1.[O:97]=[C:98]([CH:99]=[CH:100][c:101]1[cH:102][cH:103][cH:104][cH:105][cH:106]1)[CH:107]=[CH:108][c:109]1[cH:110][cH:111][cH:112][cH:113][cH:114]1.[Pd:95].[Pd:96]>>[CH:1]([CH3:2])([CH3:3])[O:4][C:5](=[O:6])[N:7]1[c:8]2[c:9]([cH:33][c:34]([N:80]([CH3:79])[CH3:81])[c:35]([Cl:37])[cH:36]2)[CH:10]([N:14]([CH2:15][c:16]2[cH:17][c:18]([C:26]([F:27])([F:28])[F:29])[cH:19][c:20]([C:22]([F:23])([F:24])[F:25])[cH:21]2)[C:30]([CH3:31])=[O:32])[CH2:11][CH2:12][CH2:13]1.